From a dataset of the Open Reaction Database (ORD), a public repository of structured organic reaction records. describe an organic reaction: reactants, conditions, products, and yield The reactants are N#CCl (cyanogen chloride), C(C)(=O)NC1C(C=C(OC1C(C(COC(C)=O)OC(C)=O)OC(C)=O)C(=O)OC)N (methyl 5-acetamido-4-amino-6-(1,2,3-triacetoxypropyl)-5,6-dihydro-4H-pyran-2-carboxylate), cyanogen halide, N#CBr (cyanogen bromide), N#CF (cyanogen fluoride), N#CI (cyanogen iodide). The product is C(C)(=O)NC1C(C=C(OC1C(C(COC(C)=O)OC(C)=O)OC(C)=O)C(=O)OC)NC#N (methyl 5-acetamido-4-cyanamido-6-(1,2,3-triacetoxypropyl)-5,6-dihydro-4H-pyran-2-carboxylate). RXN SMILES: [C:1]([NH:4][CH:5]1[CH:10]([CH:11]([O:22][C:23](=[O:25])[CH3:24])[CH:12]([O:18][C:19](=[O:21])[CH3:20])[CH2:13][O:14][C:15](=[O:17])[CH3:16])[O:9][C:8]([C:26]([O:28][CH3:29])=[O:27])=[CH:7][CH:6]1[NH2:30])(=[O:3])[CH3:2].[N:31]#[C:32]F.N#CCl.N#CBr.N#CI>>[C:1]([NH:4][CH:5]1[CH:10]([CH:11]([O:22][C:23](=[O:25])[CH3:24])[CH:12]([O:18][C:19](=[O:21])[CH3:20])[CH2:13][O:14][C:15](=[O:17])[CH3:16])[O:9][C:8]([C:26]([O:28][CH3:29])=[O:27])=[CH:7][CH:6]1[NH:30][C:32]#[N:31])(=[O:3])[CH3:2]. Procedure details: A] treating a compound of formula (V) with a cyanogen halide which may be selected from cyanogen fluoride, cyanogen chloride, cyanogen bromide or cyanogen iodide to obtain methyl 5-acetamido-4-cyanamido-6-(1,2,3-triacetoxypropyl)-5,6-dihydro-4H-pyran-2-carboxylate (VIII); B] deacetylating the intermediate (VIII) to obtain methyl 5-acetamido-4-cyanamido-6-(1,2,3-trihydroxypropyl)-5,6-dihydro-4H-pyran-2-carboxylate (IX). The reaction may be carried out in the presence of a deacetylating agent whic... The reactants are [H-].[Na+] (sodium hydride), C(C)OC1=CC2=C(NC(N2C(COC)(C)C)=O)C=C1 (5- ethoxy-1,3-dihydro-3-(2-methoxy-1,1-dimethylethyl)-2H-benzimidazol-2-one), COC(=O)C1=CC(=C(C=C1)S(=O)(=O)Cl)OC (4-methoxycarbonyl-2-methoxybenzenesulfonyl chloride). Solvent: C1CCOC1 (THF). Reaction conditions: time 30 minute. Product: C(C)OC1=CC2=C(N(C(N2C(COC)(C)C)=O)S(=O)(=O)C2=C(C=C(C(=O)OC)C=C2)OC)C=C1 (Methyl 4-[5-ethoxy-2,3-dihydro-3-(2-methoxy-1,1-dimethylethyl)-2-oxo-1H-benzimidazol-1-yl]sulfonyl-3-methoxybenzoate). Yield: 91.2%. Reaction SMILES: [H-].[Na+].[CH2:3]([O:5][C:6]1[CH:21]=[CH:20][C:9]2[NH:10][C:11](=[O:19])[N:12]([C:13]([CH3:18])([CH3:17])[CH2:14][O:15][CH3:16])[C:8]=2[CH:7]=1)[CH3:4].[CH3:22][O:23][C:24]([C:26]1[CH:31]=[CH:30][C:29]([S:32](Cl)(=[O:34])=[O:33])=[C:28]([O:36][CH3:37])[CH:27]=1)=[O:25]>C1COCC1>[CH2:3]([O:5][C:6]1[CH:21]=[CH:20][C:9]2[N:10]([S:32]([C:29]3[CH:30]=[CH:31][C:26]([C:24]([O:23][CH3:22])=[O:25])=[CH:27][C:28]=3[O:36][CH3:37])(=[O:34])=[O:33])[C:11](=[O:19])[N:12]([C:13]([CH3:17])([CH3:18])[CH2:14][O:15][CH3:16])[C:8]=2[CH:7]=1)[CH3:4] |f:0.1|. Procedure: 0.12 g of sodium hydride as a 60% dispersion in oil is added in portions to a mixture of 1 g of 5- ethoxy-1,3-dihydro-3-(2-methoxy-1,1-dimethylethyl)-2H-benzimidazol-2-one and 30 ml of THF and the mixture is stirred for 30 minutes at RT. 1.2 g of 4-methoxycarbonyl-2-methoxybenzenesulfonyl chloride are then added and the mixture is stirred for 2 hours at RT. It is concentrated under vacuum, the residue is extracted with AcOEt, washed with water and dried over Na2SO4 and the solvent is evaporated ... The reactants are Cl.CNOC (N,O-Dimethyl hydroxylamine hydrochloride), CN1CCOCC1 (N-methyl morpholine), C(C(C)C)OC(=O)Cl (isobutylchloroformate), FC1=CC=C(C=C1)CCC(=O)O (3-(4-fluorophenyl)propanoic acid). The solvent is C1CCOC1.O (THF water), C1CCOC1 (THF), C(Cl)Cl (CH2Cl2). Product: FC1=CC=C(C=C1)CCC(=O)N(C)OC (3-(4-fluorophenyl)-N-methoxy-N-methylpropanamide). The yield is 97.8%. Reaction SMILES: [F:1][C:2]1[CH:7]=[CH:6][C:5]([CH2:8][CH2:9][C:10]([OH:12])=O)=[CH:4][CH:3]=1.CN1CCOCC1.C(OC(Cl)=O)C(C)C.Cl.[CH3:29][NH:30][O:31][CH3:32]>C1COCC1.C1COCC1.O.C(Cl)Cl>[F:1][C:2]1[CH:7]=[CH:6][C:5]([CH2:8][CH2:9][C:10]([N:30]([O:31][CH3:32])[CH3:29])=[O:12])=[CH:4][CH:3]=1 |f:3.4,6.7|. Reported procedure: A solution of 3-(4-fluorophenyl)propanoic acid (5.0 g, 30 mmol) in THF is cooled in an ice bath and treated with N-methyl morpholine (NMM) (3.0 g, 30 mmol), isobutylchloroformate (4.04 g, 30 mmol) and stirred for few mins. This was then treated with a solution of N,O-Dimethyl hydroxylamine hydrochloride (3.0 g, 30 mmol) in THF/water (neutralized with 3.0 g of NMM) and stirred for 30 minutes. The reaction mixture is diluted with CH2Cl2 and washed successively with 1 N NaOH, water and brine. The s... The reactants are solution, [H-].[Al+3].[Li+].[H-].[H-].[H-] (lithium aluminum hydride), CO (methanol), NC=1N=C(SC1C#N)NCCNC=1C=2N(C=C(N1)C1=C(C=C(C=C1)Cl)Cl)N=C(C2)C(=O)OCC (ethyl 4-({2-[(4-amino-5-cyano-1,3-thiazol-2-yl)amino]ethyl}amino)-6-(2,4-dichlorophenyl)pyrazolo[1,5-a]pyrazine-2-carboxylate), Cl (hydrochloric acid). Solvent: C1CCOC1 (THF), C1CCOC1 (THF). Conditions: time 2 hour. Yields the product NC=1N=C(SC1C#N)NCCNC=1C=2N(C=C(N1)C1=C(C=C(C=C1)Cl)Cl)N=C(C2)CO (4-Amino-2-[(2-{[6-(2,4-dichlorophenyl)-2-(hydroxymethyl)pyrazolo[1,5-a]pyrazin-4-yl]amino}-ethyl)amino]-1,3-thiazole-5-carbonitrile). RXN SMILES: [NH2:1][C:2]1[N:3]=[C:4]([NH:9][CH2:10][CH2:11][NH:12][C:13]2[C:14]3[N:15]([N:27]=[C:28]([C:30](OCC)=[O:31])[CH:29]=3)[CH:16]=[C:17]([C:19]3[CH:24]=[CH:23][C:22]([Cl:25])=[CH:21][C:20]=3[Cl:26])[N:18]=2)[S:5][C:6]=1[C:7]#[N:8].[H-].[Al+3].[Li+].[H-].[H-].[H-].CO.Cl>C1COCC1>[NH2:1][C:2]1[N:3]=[C:4]([NH:9][CH2:10][CH2:11][NH:12][C:13]2[C:14]3[N:15]([N:27]=[C:28]([CH2:30][OH:31])[CH:29]=3)[CH:16]=[C:17]([C:19]3[CH:24]=[CH:23][C:22]([Cl:25])=[CH:21][C:20]=3[Cl:26])[N:18]=2)[S:5][C:6]=1[C:7]#[N:8] |f:1.2.3.4.5.6|. Reported procedure: 100 mg (0.184 mmol) of ethyl 4-({2-[(4-amino-5-cyano-1,3-thiazol-2-yl)amino]ethyl}amino)-6-(2,4-dichlorophenyl)pyrazolo[1,5-a]pyrazine-2-carboxylate (Example 11) were dissolved in 10 ml of THF, and 0.276 ml (0.276 mmol) of a solution of lithium aluminum hydride (1 mol/l) in THF was added dropwise at RT. The mixture was stirred for 2 h, and after complete conversion first methanol was added, and then the pH was adjusted to pH=5 using dilute hydrochloric acid. The mixture was extracted repeatedly ... Reactants: CC1=C(C=CC=C1)CCO (2-(2-methylphenyl)ethanol), FC(C(=O)O)(F)F (trifluoroacetic acid), C(C)(C)(C)OC(CBr)=O (t-butylbromoacetate), [OH-].[Na+] (sodium hydroxide). The reagents and catalysts are [Br-].C(CCC)[N+](CCCC)(CCCC)CCCC (tetrabutylammoniumbromide). Solvent: C1(=CC=CC=C1)C (toluene), ClCCl (dichloromethane). Product: CC1=C(C=CC=C1)CCOCC(=O)O (2-[2-(2-Methylphenyl)ethoxy]acetic acid). Reaction SMILES: [CH3:1][C:2]1[CH:7]=[CH:6][CH:5]=[CH:4][C:3]=1[CH2:8][CH2:9][OH:10].C([O:15][C:16](=[O:19])[CH2:17]Br)(C)(C)C.[OH-].[Na+].FC(F)(F)C(O)=O>[Br-].C([N+](CCCC)(CCCC)CCCC)CCC.ClCCl.C1(C)C=CC=CC=1>[CH3:1][C:2]1[CH:7]=[CH:6][CH:5]=[CH:4][C:3]=1[CH2:8][CH2:9][O:10][CH2:17][C:16]([OH:19])=[O:15] |f:2.3,5.6|. Reported procedure: The subtitle compound (8.91 g) was prepared according to the procedure in example 5 part a using 2-(2-methylphenyl)ethanol (5.0 g), t-butylbromoacetate (5.47 ml), tetrabutylammoniumbromide (0.78 g), toluene (80 ml), 50% aqueous sodium hydroxide (40 ml), trifluoroacetic acid (20 ml) and dichloromethane (20 ml). Starting materials: C(C)([O-])=N (acetimidate), C(C)N1CCC(CC1)N1C=CC2=CC=CC=C12 (1-(1-ethyl-piperidin-4-yl)-indole), CCOCC (ether), C(C(=O)Cl)(=O)Cl (oxalyl chloride), Cl.C(C)(O)=N (acetimidate hydrochloride), C1(=CC=C(C=C1)S(=O)(=O)O)C (p-toluene sulfonic acid). The solvent is C(Cl)Cl (methylene chloride). Conditions: temperature 0 celsius, time 30 minute. Yields the product C(C)N1CCC(CC1)N1C=C(C2=CC=CC=C12)C=1C(NC(C1C1=CN(C2=CC=CC=C12)C)=O)=O (3-[1-(1-Ethyl-piperidin-4-yl)-indol-3-yl]-4-(1-methyl-indol-3-yl)-pyrrole-2,5-dione). RXN SMILES: [CH2:1]([N:3]1[CH2:8][CH2:7][CH:6]([N:9]2[C:17]3[C:12](=[CH:13][CH:14]=[CH:15][CH:16]=3)[CH:11]=[CH:10]2)[CH2:5][CH2:4]1)[CH3:2].[C:18](Cl)(=[O:22])[C:19](Cl)=O.Cl.[C:25](=[NH:28])([OH:27])[CH3:26].[C:29](=[NH:32])([O-])[CH3:30].[C:33]1(C)[CH:38]=[CH:37][C:36](S(O)(=O)=O)=[CH:35][CH:34]=1.[CH3:44]COCC>C(Cl)Cl>[CH2:1]([N:3]1[CH2:8][CH2:7][CH:6]([N:9]2[C:17]3[C:12](=[CH:13][CH:14]=[CH:15][CH:16]=3)[C:11]([C:26]3[C:25](=[O:27])[NH:28][C:18](=[O:22])[C:19]=3[C:30]3[C:38]4[C:33](=[CH:34][CH:35]=[CH:36][CH:37]=4)[N:32]([CH3:44])[CH:29]=3)=[CH:10]2)[CH2:5][CH2:4]1)[CH3:2] |f:2.3|. Procedure: 1-(1-ethyl-piperidin-4-yl)-indole (350 mg, 1.53 mmol) was dissolved in ether (6 mL), cooled to 0° C. and oxalyl chloride (0.175 mL, 2 mmol) was slowly added. After 30 minutes, the precipitate which formed was collected and suspended in dry methylene chloride (10 mL). To this suspension was added isopropyl (1-methyl)indol-3-yl) acetimidate hydrochloride (410 mg, 1.53 mmol), followed by the dropwise addition of isopropyl (1methyl) indol-3-yl) acetimidate (1.07 mL, 7.65 mmol) in dry methylene chlor... As a reaction SMILES: [CH3:1][CH:2]([N:4]1[C:10]2[CH:11]=[CH:12][CH:13]=[CH:14][C:9]=2[NH:8][C:7](=[O:15])[CH2:6][C:5]1=[O:16])[CH3:3].C(=O)([O-])[O-].[Cs+].[Cs+].[F:23][C:24]([F:28])([F:27])[CH2:25]I.C(=O)([O-])O.[Na+]>CN(C)C=O>[CH3:3][CH:2]([N:4]1[C:10]2[CH:11]=[CH:12][CH:13]=[CH:14][C:9]=2[N:8]([CH2:25][C:24]([F:28])([F:27])[F:23])[C:7](=[O:15])[CH2:6][C:5]1=[O:16])[CH3:1] |f:1.2.3,5.6|. Yield: 58.6%. The solvent is CN(C=O)C (N,N-dimethylformamide). Conditions: temperature 80 celsius. The product is CC(C)N1C(CC(N(C2=C1C=CC=C2)CC(F)(F)F)=O)=O (1-(2-propyl)-5-(2,2,2-trifluoroethyl)-1,5-benzodiazepine-2,4-dione). Procedure: A solution of 1-(2-propyl)-1,5-benzodiazepine-2,4-dione (0.55 g, 0.0025 mole) in N,N-dimethylformamide (5 mL) at room temperature was treated with cesium carbonate (1.64 g, 0.005 mole) and trifluoroethyl iodide (1.06g, 0.005 mole), and heated to 80° C. for 2 hours. The reaction was cooled to room temperature and poured into a solution of saturated sodium hydrogen carbonate (100 mL) and extracted with ethyl acetate (3×50 mL). The organic layers were combined, dried over anhydrous magnesium sulfat... Reactants: CC(C)N1C(CC(NC2=C1C=CC=C2)=O)=O (1-(2-propyl)-1,5-benzodiazepine-2,4-dione), C([O-])([O-])=O.[Cs+].[Cs+] (cesium carbonate), FC(CI)(F)F (trifluoroethyl iodide), C(O)([O-])=O.[Na+] (sodium hydrogen carbonate). The reactants are ClC1=C2C=C(NC2=CC=C1C#N)C(F)(F)F (4-chloro-2-(trifluoromethyl)-1H-indole-5-carbonitrile), FC(C=1C=C(C=C(C1)C(F)(F)F)C1=NC(=NO1)CCl)(F)F (5-[3,5-bis(trifluoromethyl)phenyl]-3-(chloromethyl)-1,2,4-oxadiazole). Product: FC(C=1C=C(C=C(C1)C(F)(F)F)C1=NC(=NO1)CN1C(=CC2=C(C(=CC=C12)C#N)Cl)C(F)(F)F)(F)F (1-({5-[3,5-bis(Trifluoromethyl)phenyl]-1,2,4-oxadiazol-3-yl}methyl)-4-chloro-2-(trifluoromethyl)-1H-indole-5-carbonitrile). As a reaction SMILES: [Cl:1][C:2]1[C:10]([C:11]#[N:12])=[CH:9][CH:8]=[C:7]2[C:3]=1[CH:4]=[C:5]([C:13]([F:16])([F:15])[F:14])[NH:6]2.[F:17][C:18]([F:37])([F:36])[C:19]1[CH:20]=[C:21]([C:29]2[O:33][N:32]=[C:31]([CH2:34]Cl)[N:30]=2)[CH:22]=[C:23]([C:25]([F:28])([F:27])[F:26])[CH:24]=1>>[F:37][C:18]([F:17])([F:36])[C:19]1[CH:20]=[C:21]([C:29]2[O:33][N:32]=[C:31]([CH2:34][N:6]3[C:7]4[C:3](=[C:2]([Cl:1])[C:10]([C:11]#[N:12])=[CH:9][CH:8]=4)[CH:4]=[C:5]3[C:13]([F:14])([F:15])[F:16])[N:30]=2)[CH:22]=[C:23]([C:25]([F:27])([F:26])[F:28])[CH:24]=1. Procedure details: Synthesized as described in Example 4 from 4-chloro-2-(trifluoromethyl)-1H-indole-5-carbonitrile (Example 228B) and 5-[3,5-bis(trifluoromethyl)phenyl]-3-(chloromethyl)-1,2,4-oxadiazole: 1H NMR (400 MHz, DMSO-d6) δ 8.54 (s, 2 H), 8.51 (s, 1 H), 8.03-7.95 (m, 1 H), 7.94-7.86 (m, 1 H), 7.52 (s, 1 H), 5.99 (s, 2 H); MS (ES) m/z 539 (M+1). Reactants: Cl (HCl), C(=O)(C(F)(F)F)O (TFA), C(C)(C)(C)N1CCC(=CC1)C1=CC(=C2C=CC(N(C2=C1)C1=C(C=CC=C1Cl)Cl)=O)C1=CC=C(C=C1)F (7-(1-tert-butyl-1,2,3,6-tetrahydropyridin-4-yl)-1-(2,6-dichlorophenyl)-5-(4-fluorophenyl)quinolin-2(1H)-one), C(=O)(C(F)(F)F)O (TFA). The product is C(C)(C)(C)N1CCC(CC1)C1=CC(=C2C=CC(N(C2=C1)C1=C(C=CC=C1Cl)Cl)=O)C1=CC=C(C=C1)F (7-(1-tert-Butylpiperidin-4-yl)-1-(2,6-dichlorophenyl)-5-(4-fluorophenyl)quinolin-2(1H)-one). RXN SMILES: Cl.[C:2]([N:6]1[CH2:11][CH:10]=[C:9]([C:12]2[CH:21]=[C:20]3[C:15]([CH:16]=[CH:17][C:18](=[O:30])[N:19]3[C:22]3[C:27]([Cl:28])=[CH:26][CH:25]=[CH:24][C:23]=3[Cl:29])=[C:14]([C:31]3[CH:36]=[CH:35][C:34]([F:37])=[CH:33][CH:32]=3)[CH:13]=2)[CH2:8][CH2:7]1)([CH3:5])([CH3:4])[CH3:3].C(O)(C(F)(F)F)=O>>[C:2]([N:6]1[CH2:7][CH2:8][CH:9]([C:12]2[CH:21]=[C:20]3[C:15]([CH:16]=[CH:17][C:18](=[O:30])[N:19]3[C:22]3[C:23]([Cl:29])=[CH:24][CH:25]=[CH:26][C:27]=3[Cl:28])=[C:14]([C:31]3[CH:32]=[CH:33][C:34]([F:37])=[CH:35][CH:36]=3)[CH:13]=2)[CH2:10][CH2:11]1)([CH3:5])([CH3:3])[CH3:4]. Reported procedure: The title compound was prepared from HCl salt of 7-(1-tert-butyl-1,2,3,6-tetrahydropyridin-4-yl)-1-(2,6-dichlorophenyl)-5-(4-fluorophenyl)quinolin-2(1H)-one (EXAMPLE ABA11, Step A) by procedures analogous to that described in EXAMPLE HHH1, Step B, as a TFA salt. 1H NMR (CD3OD, 500 MHz) of TFA salt: δ 7.97 (d, J=9.8 Hz, 1H); 7.73 (m, 2H); 7.62 (m, 1H); 7.49 (m, 1H); 7.28 (m, 3H); 6.69 (d, J=9.8 Hz, 1H); 6.47 (s, 1H); 3.67 (m, 2H); 3.08 (m, 2H); 2.96 (m, 1H); 2.1 (m, 2H); 1.99 (m, 2H); 1.42 (s, 9H...